Task: describe an organic reaction: reactants, conditions, products, and yield. Dataset: the Open Reaction Database (ORD), a public repository of structured organic reaction records Starting materials: C(C)(CC)[Mg]Cl (sec-butyl magnesium chloride), C[Si](Cl)(Cl)OC (methylmethoxydichlorosilane), [Cl-].[NH4+] (ammonium chloride). Yields the product C(C)(CC)[Si](OC)(C)C(C)CC (di-sec-butyl methylmethoxysilane). Yield: 80.0%. Reaction SMILES: [CH:1]([Mg]Cl)([CH2:3][CH3:4])[CH3:2].[CH3:7][Si:8]([O:11][CH3:12])(Cl)Cl.[Cl-].[NH4+]>>[CH:1]([Si:8]([CH:1]([CH2:3][CH3:4])[CH3:2])([CH3:7])[O:11][CH3:12])([CH2:3][CH3:4])[CH3:2] |f:2.3|. Procedure details: The sec-butyl magnesium chloride as prepared above was added dropwise to the methylmethoxydichlorosilane solution as obtained in Example 7, in the same manner as in Example 3(c), to effect the Grignard reaction. The resulting Grignard reaction solution was post-treated with the saturated aqueous ammonium chloride solution as used in Example 3(c) in a reduced amount of 80 ml, instead of the 120 ml. The organic layer was separated and was subjected to a fractional distillation, thereby to afford 3...